Dataset: the Open Reaction Database (ORD), a public repository of structured organic reaction records. Task: describe an organic reaction: reactants, conditions, products, and yield Reactants: OC1=C(C(=O)OC)C=C(C=C1)O (methyl 2,5-dihydroxybenzoate), C(CCCCC)Br (n-hexyl bromide). Yields the product C(CCCCC)OC=1C=CC(=C(C(=O)OC)C1)O (methyl 5-n-hexyloxy-2-hydroxybenzoate). Isolated yield 58.0%. RXN SMILES: [OH:1][C:2]1[CH:11]=[CH:10][C:9]([OH:12])=[CH:8][C:3]=1[C:4]([O:6][CH3:7])=[O:5].[CH2:13](Br)[CH2:14][CH2:15][CH2:16][CH2:17][CH3:18]>>[CH2:13]([O:12][C:9]1[CH:10]=[CH:11][C:2]([OH:1])=[C:3]([CH:8]=1)[C:4]([O:6][CH3:7])=[O:5])[CH2:14][CH2:15][CH2:16][CH2:17][CH3:18]. Reported procedure: Synthesis was carried out in the same manner as in Example 1, except for replacing methyl 2,4-dihydroxybenzoate with methyl 2,5-dihydroxybenzoate and replacing 2-ethylhexyl bromide with n-hexyl bromide, to obtain methyl 5-n-hexyloxy-2-hydroxybenzoate represented by the following chemical formula (hereinafter referred to as compound 12) as a colorless, clear and oily substance in a yield of 58%. The analytical results are shown below. ##STR33## Reactants: C=CC1=CC=CC=C1 (styrene), C=CC1=CC=CC=C1 (styrene), C(C=C)#N (acrylonitrile), C(CCCCCCCCCCC)S (n-dodecyl mercaptan). Product: C=CC#N.C=CC1=CC=CC=C1 (acrylonitrile-styrene copolymer). As a reaction SMILES: [CH2:1]=[CH:2][C:3]1[CH:8]=[CH:7][CH:6]=[CH:5][CH:4]=1.[C:9](#[N:12])[CH:10]=[CH2:11].C(S)CCCCCCCCCCC>>[CH2:11]=[CH:10][C:9]#[N:12].[CH2:1]=[CH:2][C:3]1[CH:8]=[CH:7][CH:6]=[CH:5][CH:4]=1 |f:3.4|. Procedure details: A graft precursor was prepared by following the procedure of Example 13, except that a mixed monomer consisting of 210 g of styrene, 90 g of acrylonitrile, and 0.6 g of n-dodecyl mercaptan as a molecular weight regulator was used in the place of 300 g of styrene. Separately, an acrylonitrile-styrene copolymer was obtained by placing a mixed solution consisting of 70 g of styrene, 30 g of acrylonitrile, 0.2 g of n-dodecyl mercaptan, and 0.5 g benzoyl peroxide in 500 g of an aqueous 1% polyvinyl a...